From a dataset of the Open Reaction Database (ORD), a public repository of structured organic reaction records. describe an organic reaction: reactants, conditions, products, and yield Reactants: O (water), ClC1=C(C(=CC=C1)Cl)C (2,6-dichlorotoluene), IC (iodomethane), C[S-].[Na+] (sodium thiomethoxide). Run in CN(P(=O)(N(C)C)N(C)C)C (hexamethylphosphoramide). Conditions: temperature 100 celsius, time 0.5 hour. Product: ClC1=C(C(=CC=C1)SC)C (2-Chloro-6-methylthiotoluene). Reaction SMILES: [Cl:1][C:2]1[CH:7]=[CH:6][CH:5]=[C:4](Cl)[C:3]=1[CH3:9].[CH3:10][S-:11].[Na+].IC.O>CN(C)P(N(C)C)(N(C)C)=O>[Cl:1][C:2]1[CH:7]=[CH:6][CH:5]=[C:4]([S:11][CH3:10])[C:3]=1[CH3:9] |f:1.2|. Procedure details: 200 g (1.24 mol) of 2,6-dichlorotoluene were dissolved in 600 ml of hexamethylphosphoramide and treated with 130.41 g (1.86 mol) of sodium thiomethoxide. The mixture was then heated at 100° C. for 3 h. It was allowed to cool, 88.2 g (0.5 mol) of iodomethane were added and it was stirred at room temperature for 0.5 h. The mixture was then added to 3.5 l of water and extracted with ethyl acetate. The combined organic phases were washed with water, dried over MgSO4 and completely concentrated on a ...